From a dataset of the Open Reaction Database (ORD), a public repository of structured organic reaction records. describe an organic reaction: reactants, conditions, products, and yield Reactants: [BH3-]C#N, COC(=O)C(NC(=O)OC(C)(C)C)c1cccc(N)c1, CO, [Cl-], [Cl-], [Na+], O=C1CCCCC1, [Zn+2]. The product is COC(=O)C(NC(=O)OC(C)(C)C)c1cccc(NC2CCCCC2)c1. As a reaction SMILES: [C:28]([BH3-:29])#[N:30].[CH3:1][O:2][C:3]([CH:4]([NH:5][C:6](=[O:7])[O:8][C:9]([CH3:10])([CH3:11])[CH3:12])[c:13]1[cH:14][c:15]([NH2:19])[cH:16][cH:17][cH:18]1)=[O:20].[CH3:32][OH:33].[Cl-:34].[Cl-:36].[Na+:31].[O:21]=[C:22]1[CH2:23][CH2:24][CH2:25][CH2:26][CH2:27]1.[Zn+2:35]>>[CH3:1][O:2][C:3]([CH:4]([NH:5][C:6](=[O:7])[O:8][C:9]([CH3:10])([CH3:11])[CH3:12])[c:13]1[cH:14][c:15]([NH:19][CH:22]2[CH2:23][CH2:24][CH2:25][CH2:26][CH2:27]2)[cH:16][cH:17][cH:18]1)=[O:20]. Starting materials: CC(C)(C)OC(=O)C=Cc1c(N2CCCC(OC=O)C2)nc2cc(CCc3nc(C4CCC4)cs3)ccn2c1=O, O=Cc1c(N2CCOCC2)nc2cc(CCc3nc(C4CCC4)cs3)ccn2c1=O, O=P(c1ccccc1)(c1ccccc1)c1ccccc1. Product: CC(C)(C)OC(=O)C=Cc1c(N2CCOCC2)nc2cc(CCc3nc(C4CCC4)cs3)ccn2c1=O. Reaction SMILES: [CH:1]1([c:5]2[n:6][c:7]([CH2:10][CH2:11][c:12]3[cH:13][c:14]4[n:15]([c:16](=[O:38])[c:17]([CH:29]=[CH:30][C:31](=[O:32])[O:33][C:34]([CH3:35])([CH3:36])[CH3:37])[c:18]([N:20]5[CH2:21][CH:22]([O:26][CH:27]=[O:28])[CH2:23][CH2:24][CH2:25]5)[n:19]4)[cH:39][cH:40]3)[s:8][cH:9]2)[CH2:2][CH2:3][CH2:4]1.[CH:41]1([c:42]2[n:43][c:44]([CH2:45][CH2:46][c:47]3[cH:48][cH:49][n:50]4[c:51](=[O:52])[c:53]([CH:54]=[O:55])[c:56]([N:57]5[CH2:58][CH2:59][O:60][CH2:61][CH2:62]5)[n:63][c:64]4[cH:65]3)[s:66][cH:67]2)[CH2:68][CH2:69][CH2:70]1.[c:71]1([P:72](=[O:73])([c:74]2[cH:75][cH:76][cH:77][cH:78][cH:79]2)[c:80]2[cH:81][cH:82][cH:83][cH:84][cH:85]2)[cH:86][cH:87][cH:88][cH:89][cH:90]1>>[CH:1]1([c:5]2[n:6][c:7]([CH2:10][CH2:11][c:12]3[cH:13][c:14]4[n:15]([c:16](=[O:38])[c:17]([CH:29]=[CH:30][C:31](=[O:32])[O:33][C:34]([CH3:35])([CH3:36])[CH3:37])[c:18]([N:20]5[CH2:21][CH2:22][O:26][CH2:24][CH2:25]5)[n:19]4)[cH:39][cH:40]3)[s:8][cH:9]2)[CH2:2][CH2:3][CH2:4]1. Reactants: CC(=O)O, CC(C)O, ClC(Cl)Cl, CC(=O)c1ccc(Cl)nc1, NO, C1COCCO1, O. Yields the product CC(=NO)c1ccc(Cl)nc1. As a reaction SMILES: [CH3:14][C:15](=[O:16])[OH:17].[CH:24]([OH:25])([CH3:26])[CH3:27].[CH:28]([Cl:29])([Cl:30])[Cl:31].[Cl:1][c:2]1[cH:3][cH:4][c:5]([C:8]([CH3:9])=[O:10])[cH:6][n:7]1.[NH2:11][OH:12].[O:18]1[CH2:19][CH2:20][O:21][CH2:22][CH2:23]1.[OH2:13]>>[Cl:1][c:2]1[cH:3][cH:4][c:5]([C:8]([CH3:9])=[N:11][OH:12])[cH:6][n:7]1. Starting materials: C#CC(C)(C)NC(=O)c1ccc(F)cc1F, CO, c1ccc2ncccc2c1. Product: C=CC(C)(C)NC(=O)c1ccc(F)cc1F. RXN SMILES: [CH3:1][C:2]([C:3]#[CH:4])([CH3:5])[NH:6][C:7]([c:8]1[c:9]([F:15])[cH:10][c:11]([F:14])[cH:12][cH:13]1)=[O:16].[CH3:27][OH:28].[cH:17]1[cH:18][c:19]2[c:20]([n:21][cH:22][cH:23][cH:24]2)[cH:25][cH:26]1>>[CH3:1][C:2]([CH:3]=[CH2:4])([CH3:5])[NH:6][C:7]([c:8]1[c:9]([F:15])[cH:10][c:11]([F:14])[cH:12][cH:13]1)=[O:16].